This data is from the Open Reaction Database (ORD), a public repository of structured organic reaction records. The task is: describe an organic reaction: reactants, conditions, products, and yield Reactants: O=C([O-])[O-], Cn1cc(B2OC(C)(C)C(C)(C)O2)cn1, COCCOC, Cc1c(Oc2ccnc(Cl)c2)ccc(N)c1F, [Na+], [Na+], O, c1ccc(P(c2ccccc2)(c2ccccc2)[Pd](P(c2ccccc2)(c2ccccc2)c2ccccc2)(P(c2ccccc2)(c2ccccc2)c2ccccc2)P(c2ccccc2)(c2ccccc2)c2ccccc2)cc1. The product is Cc1c(Oc2ccnc(-c3cnn(C)c3)c2)ccc(N)c1F. RXN SMILES: [C:33](=[O:34])([O-:35])[O-:36].[CH3:18][n:19]1[n:20][cH:21][c:22]([B:24]2[O:25][C:26]([CH3:27])([CH3:28])[C:29]([CH3:30])([CH3:31])[O:32]2)[cH:23]1.[CH3:39][O:40][CH2:41][CH2:42][O:43][CH3:44].[Cl:1][c:2]1[n:3][cH:4][cH:5][c:6]([O:8][c:9]2[c:10]([CH3:17])[c:11]([F:16])[c:12]([NH2:15])[cH:13][cH:14]2)[cH:7]1.[Na+:37].[Na+:38].[OH2:45].[cH:46]1[cH:47][cH:48][c:49]([P:50]([Pd:51]([P:52]([c:53]2[cH:54][cH:55][cH:56][cH:57][cH:58]2)([c:59]2[cH:60][cH:61][cH:62][cH:63][cH:64]2)[c:65]2[cH:66][cH:67][cH:68][cH:69][cH:70]2)([P:71]([c:72]2[cH:73][cH:74][cH:75][cH:76][cH:77]2)([c:78]2[cH:79][cH:80][cH:81][cH:82][cH:83]2)[c:84]2[cH:85][cH:86][cH:87][cH:88][cH:89]2)[P:90]([c:91]2[cH:92][cH:93][cH:94][cH:95][cH:96]2)([c:97]2[cH:98][cH:99][cH:100][cH:101][cH:102]2)[c:103]2[cH:104][cH:105][cH:106][cH:107][cH:108]2)([c:109]2[cH:110][cH:111][cH:112][cH:113][cH:114]2)[c:115]2[cH:116][cH:117][cH:118][cH:119][cH:120]2)[cH:121][cH:122]1>>[c:2]1(-[c:22]2[cH:21][n:20][n:19]([CH3:18])[cH:23]2)[n:3][cH:4][cH:5][c:6]([O:8][c:9]2[c:10]([CH3:17])[c:11]([F:16])[c:12]([NH2:15])[cH:13][cH:14]2)[cH:7]1. Reactants: COc1ccc(P2(=S)SP(=S)(c3ccc(OC)cc3)S2)cc1, Cc1ccccc1, O, O=C1NCCc2c(-c3ccccc3)[nH]c3cccc1c23. Yields the product S=C1NCCc2c(-c3ccccc3)[nH]c3cccc1c23. As a reaction SMILES: [CH3:21][O:22][c:23]1[cH:24][cH:25][c:26]([P:27]2(=[S:30])[S:28][P:29]([c:31]3[cH:32][cH:33][c:34]([O:35][CH3:36])[cH:37][cH:38]3)(=[S:39])[S:40]2)[cH:41][cH:42]1.[CH3:43][c:44]1[cH:45][cH:46][cH:47][cH:48][cH:49]1.[OH2:50].[c:1]1(-[c:7]2[nH:8][c:9]3[cH:10][cH:11][cH:12][c:13]4[c:14]3[c:15]2[CH2:16][CH2:17][NH:18][C:19]4=[O:20])[cH:2][cH:3][cH:4][cH:5][cH:6]1>>[c:1]1(-[c:7]2[nH:8][c:9]3[cH:10][cH:11][cH:12][c:13]4[c:14]3[c:15]2[CH2:16][CH2:17][NH:18][C:19]4=[S:30])[cH:2][cH:3][cH:4][cH:5][cH:6]1. Reactants: COC(=O)C(C#N)c1ccc(Cl)cc1, Cl, O=C(Cl)c1ccccc1C(F)(F)F, [H-], [Na+], C1CCOC1, O. The product is COC(=O)C(C#N)(C(=O)c1ccccc1C(F)(F)F)c1ccc(Cl)cc1. As a reaction SMILES: [Cl:3][c:4]1[cH:5][cH:6][c:7]([CH:10]([C:11](=[O:12])[O:13][CH3:14])[C:15]#[N:16])[cH:8][cH:9]1.[ClH:30].[F:17][C:18]([c:19]1[c:20]([C:21](=[O:22])[Cl:23])[cH:24][cH:25][cH:26][cH:27]1)([F:28])[F:29].[H-:1].[Na+:2].[O:31]1[CH2:32][CH2:33][CH2:34][CH2:35]1.[OH2:36]>>[Cl:3][c:4]1[cH:5][cH:6][c:7]([C:10]([C:11](=[O:12])[O:13][CH3:14])([C:15]#[N:16])[C:21]([c:20]2[c:19]([C:18]([F:17])([F:28])[F:29])[cH:27][cH:26][cH:25][cH:24]2)=[O:22])[cH:8][cH:9]1. Reactants: [Na] (sodium), C1(=CC=CC=C1)C (toluene), COC(C(=O)OC)CCCC(=O)OC (Dimethyl α-methoxyadipate). Solvent: C(C)(=O)O (acetic acid). Reaction conditions: temperature 60 celsius. Yields the product COC1C(C(CC1)C(=O)OC)=O (Methyl 3-methoxy-2-oxocyclopentane-1-carboxylate). The yield is 54.2%. Reaction SMILES: [Na].C1(C)C=CC=CC=1.[CH3:9][O:10][CH:11]([CH2:16][CH2:17][CH2:18][C:19]([O:21][CH3:22])=[O:20])[C:12]([O:14]C)=O>C(O)(=O)C>[CH3:9][O:10][CH:11]1[CH2:16][CH2:17][CH:18]([C:19]([O:21][CH3:22])=[O:20])[C:12]1=[O:14] |^1:0|. Procedure: 1.38 g of sodium metal was added to 100 ml of toluene, and the mixture was heated to 60° C. 10.2 g of dimethyl α-methoxyadipate [prepared as described in step (a) above] were then added dropwise to the hot mixture. The mixture was then heated under reflux for 8 hours, after which it was cooled to room temperature and added to a 10% w/v aqueous solution of acetic acid. The organic layer was separated, washed first with a saturated aqueous solution of sodium carbonate and then with water, and then... Procedure details: In close analogy to the procedure described in Example 1, 6-bromo-pyrazolo[1,5-a]pyrimidine-2-carboxylic acid is reacted with 1-Methyl-8-(1-methyl-1H-pyrazol-4-yl)-1,2,3,4-tetrahydro-isoquinoline to provide the title compound in moderate yield. Reaction SMILES: [Br:1][C:2]1[CH:3]=[N:4][C:5]2[N:6]([N:8]=[C:9]([C:11]([OH:13])=O)[CH:10]=2)[CH:7]=1.[CH3:14][CH:15]1[C:24]2[C:19](=[CH:20][CH:21]=[CH:22][C:23]=2[C:25]2[CH:26]=[N:27][N:28]([CH3:30])[CH:29]=2)[CH2:18][CH2:17][NH:16]1>>[Br:1][C:2]1[CH:3]=[N:4][C:5]2[N:6]([N:8]=[C:9]([C:11]([N:16]3[CH2:17][CH2:18][C:19]4[C:24](=[C:23]([C:25]5[CH:26]=[N:27][N:28]([CH3:30])[CH:29]=5)[CH:22]=[CH:21][CH:20]=4)[CH:15]3[CH3:14])=[O:13])[CH:10]=2)[CH:7]=1. Yields the product BrC=1C=NC=2N(C1)N=C(C2)C(=O)N2C(C1=C(C=CC=C1CC2)C=2C=NN(C2)C)C ((6-Bromo-pyrazolo[1,5-a]pyrimidin-2-yl)-[1-methyl-8-(1-methyl-1H-pyrazol-4-yl)-3,4-dihydro-1H-isoquinolin-2-yl]-methanone). The reactants are BrC=1C=NC=2N(C1)N=C(C2)C(=O)O (6-bromo-pyrazolo[1,5-a]pyrimidine-2-carboxylic acid), CC1NCCC2=CC=CC(=C12)C=1C=NN(C1)C (1-Methyl-8-(1-methyl-1H-pyrazol-4-yl)-1,2,3,4-tetrahydro-isoquinoline). Reactants: CCO, Cl, O=S(CC1COC(c2ccccc2)=N1)c1ccc(O)cc1. The product is Cl, NC(COC(=O)c1ccccc1)CS(=O)c1ccc(O)cc1. RXN SMILES: [CH3:23][CH2:24][OH:25].[ClH:22].[c:1]1([C:7]2=[N:11][CH:10]([CH2:12][S:13](=[O:14])[c:15]3[cH:16][cH:17][c:18]([OH:21])[cH:19][cH:20]3)[CH2:9][O:8]2)[cH:2][cH:3][cH:4][cH:5][cH:6]1>>[ClH:22].[c:1]1([C:7]([O:8][CH2:9][CH:10]([NH2:11])[CH2:12][S:13](=[O:14])[c:15]2[cH:16][cH:17][c:18]([OH:21])[cH:19][cH:20]2)=[O:25])[cH:2][cH:3][cH:4][cH:5][cH:6]1.